Dataset: the Open Reaction Database (ORD), a public repository of structured organic reaction records. Task: describe an organic reaction: reactants, conditions, products, and yield As a reaction SMILES: [CH3:16][N:17]([CH3:18])[CH:19]=[O:20].[CH3:1][I:2].[nH:3]1[c:4](=[O:15])[cH:5][c:6](-[c:9]2[cH:10][cH:11][n:12][cH:13][cH:14]2)[cH:7][cH:8]1>>[CH3:1][n+:12]1[cH:11][cH:10][c:9](-[c:6]2[cH:5][c:4](=[O:15])[nH:3][cH:8][cH:7]2)[cH:14][cH:13]1.[I-:2]. Starting materials: CN(C)C=O, CI, O=c1cc(-c2ccncc2)cc[nH]1. Product: C[n+]1ccc(-c2cc[nH]c(=O)c2)cc1, [I-]. The reactants are BrC=1C(=NC(=CC1C)[N+](=O)[O-])C (3-bromo-2,4-dimethyl-6-nitropyridine), ClC1=NC=CC(=C1)O (2-chloropyridin-4-ol), C(=O)([O-])[O-].[K+].[K+] (K2CO3). Run in CC(=O)N(C)C (DMA). Conditions: temperature 105 celsius. Product: ClC1=NC=CC(=C1)OC=1C(=NC(=CC1C)[N+](=O)[O-])C (3-((2-chloropyridin-4-yl)oxy)-2,4-dimethyl-6-nitropyridine). Yield: 20.2%. As a reaction SMILES: Br[C:2]1[C:3]([CH3:12])=[N:4][C:5]([N+:9]([O-:11])=[O:10])=[CH:6][C:7]=1[CH3:8].[Cl:13][C:14]1[CH:19]=[C:18]([OH:20])[CH:17]=[CH:16][N:15]=1.C([O-])([O-])=O.[K+].[K+]>CC(N(C)C)=O>[Cl:13][C:14]1[CH:19]=[C:18]([O:20][C:2]2[C:3]([CH3:12])=[N:4][C:5]([N+:9]([O-:11])=[O:10])=[CH:6][C:7]=2[CH3:8])[CH:17]=[CH:16][N:15]=1 |f:2.3.4|. Reported procedure: A mixture of 3-bromo-2,4-dimethyl-6-nitropyridine (1.00 g, 4.33 mmol), 2-chloropyridin-4-ol (1.12 g, 8.66 mmol) and K2CO3 (1.79 g, 12.98 mmol) in DMA (5 mL) was sparged with Ar, heated at 105° C. overnight, then cooled to RT. The mixture was diluted with EtOAc, washed successively with 10% K2CO3, 5% LiCl, then brine, dried over Na2SO4, concentrated to dryness and purified via silica gel chromatography (EtOAc/Hex) to afford 3-((2-chloropyridin-4-yl)oxy)-2,4-dimethyl-6-nitropyridine (245 mg, 20%) ...